This data is from the Open Reaction Database (ORD), a public repository of structured organic reaction records. The task is: describe an organic reaction: reactants, conditions, products, and yield Starting materials: O=C([O-])O, Cc1cc(=O)o[nH]1, O=C(Cl)c1ccc(Cl)cc1Cl, [Na+]. Yields the product Cc1cc(=O)on1C(=O)c1ccc(Cl)cc1Cl. As a reaction SMILES: [C:19](=[O:20])([OH:21])[O-:22].[CH3:12][c:13]1[nH:14][o:15][c:16](=[O:18])[cH:17]1.[Cl:1][c:2]1[c:3]([C:4](=[O:5])[Cl:6])[cH:7][cH:8][c:9]([Cl:11])[cH:10]1.[Na+:23]>>[Cl:1][c:2]1[c:3]([C:4](=[O:5])[n:14]2[c:13]([CH3:12])[cH:17][c:16](=[O:18])[o:15]2)[cH:7][cH:8][c:9]([Cl:11])[cH:10]1. The reactants are COC=1C=C2C=NNC2=CC1OC (5,6-dimethoxyindazole), C1(CCCCC1)C(C1CCCCC1)N (dicyclohexylmethylamine), CCOC(=O)C (EtOAc), C[Si](C)(C)CCOCCl (SEM-Cl). The solvent is C1CCOC1 (THF). Reaction conditions: time 24 hour. Yields the product COC1=CC2=CN(N=C2C=C1OC)COCC[Si](C)(C)C (5,6-Dimethoxy-2-((2-(trimethylsilyl)ethoxy)methyl)-2H-indazole). RXN SMILES: [CH3:1][O:2][C:3]1[CH:4]=[C:5]2[C:9](=[CH:10][C:11]=1[O:12][CH3:13])[NH:8][N:7]=[CH:6]2.C1(C(N)C2CCCCC2)CCCCC1.[CH3:28][Si:29]([CH2:32][CH2:33][O:34][CH2:35]Cl)([CH3:31])[CH3:30].CCOC(C)=O>C1COCC1>[CH3:1][O:2][C:3]1[C:11]([O:12][CH3:13])=[CH:10][C:9]2[C:5](=[CH:6][N:7]([CH2:35][O:34][CH2:33][CH2:32][Si:29]([CH3:31])([CH3:30])[CH3:28])[N:8]=2)[CH:4]=1. Reported procedure: The title compound was prepared in a similar manner as described by G. Luo et al., J. Org. Chem. 2006, 71, 5392-5395: To a solution of 5,6-dimethoxyindazole [7746-30-7] (356 mg, 2.00 mmol) in THF (20 mL) was added dicyclohexylmethylamine (0.51 mL, 2.40 mmol) followed by SEM-Cl (0.43 mL, 2.40 mmol). The mixture was stirred at RT for 24 h, followed by dilution with EtOAc and quench with 1N aqueous NaOH solution. The layers were separated and the organic layer was washed with water and brine, then ... The reactants are C(C1=CC=CC=C1)OC(=O)N[C@H]1CSC2=C(N(C1=O)CC(=O)OC(C)(C)C)C=C(C=C2)C(F)(F)F (tert-butyl 3(R)-benzyloxycarbonylamino-4-oxo-7-trifluoromethyl-2,3,4,5-tetrahydro-1,5-benzothiazepine-5-acetate), Br.C(C)(=O)O (hydrogen bromide acetic acid). Run in Petroleum ether, C(C)(=O)O (acetic acid). Reaction conditions: time 4 hour. Yields the product Br.N[C@H]1CSC2=C(N(C1=O)CC(=O)O)C=C(C=C2)C(F)(F)F (3(R)-amino-4-oxo-7-trifluoromethyl-2,3,4,5-tetrahydro-1,5-benzothiazepine-5-acetic acid.hydrobromide). As a reaction SMILES: C(OC([NH:11][C@@H:12]1[C:18](=[O:19])[N:17]([CH2:20][C:21]([O:23]C(C)(C)C)=[O:22])[C:16]2[CH:28]=[C:29]([C:32]([F:35])([F:34])[F:33])[CH:30]=[CH:31][C:15]=2[S:14][CH2:13]1)=O)C1C=CC=CC=1.[BrH:36].C(O)(=O)C>C(O)(=O)C>[BrH:36].[NH2:11][C@@H:12]1[C:18](=[O:19])[N:17]([CH2:20][C:21]([OH:23])=[O:22])[C:16]2[CH:28]=[C:29]([C:32]([F:35])([F:34])[F:33])[CH:30]=[CH:31][C:15]=2[S:14][CH2:13]1 |f:1.2,4.5|. Reported procedure: In 5 ml of acetic acid is dissolved 1.4 g of tert-butyl 3(R)-benzyloxycarbonylamino-4-oxo-7-trifluoromethyl-2,3,4,5-tetrahydro-1,5-benzothiazepine-5-acetate, and 10 ml of 30% hydrogen bromide-acetic acid solution is added to the solution, followed by allowing the mixture to stand at room temperature for 4 hours. Petroleum ether (100 ml) is added to the reaction solution, and the mixture is thoroughly shaken, followed by decanting the supernatant. After petroleum ether is again added to repeat th... Yields the product Cc1cc(C=O)c(F)cc1O. RXN SMILES: [Cl-:18].[Cl-:20].[Cl-:21].[Cl-:22].[Cl:10][CH:11]([O:13][CH3:12])[Cl:14].[Cl:15][CH2:16][Cl:17].[F:1][c:2]1[cH:3][cH:4][c:5]([CH3:9])[c:6]([OH:8])[cH:7]1.[Ti+4:19]>>[F:1][c:2]1[c:3]([CH:11]=[O:13])[cH:4][c:5]([CH3:9])[c:6]([OH:8])[cH:7]1. Starting materials: [Cl-], [Cl-], [Cl-], [Cl-], COC(Cl)Cl, ClCCl, Cc1ccc(F)cc1O, [Ti+4]. Reactants: CN(CCNC)C (N1,N1,N2-trimethylethane-1,2-diamine), CN(CCNC)C (N1,N1,N2-trimethylethane-1,2-diamine), FC1=C(C=C(C(=O)NC2=CC(=C(C=C2)OC2=NC=CC=C2C2=NC(=NC=C2)NC)C)C=C1)C(F)(F)F (4-fluoro-N-(3-methyl-4-(3-(2-(methylamino)pyrimidin-4-yl)pyridin-2-yloxy)phenyl)-3-(trifluoromethyl)benzamide), CN(CCNC)C (N1,N1,N2-trimethylethane-1,2-diamine). The solvent is CN(C)C=O (DMF), C(C)(=O)OCC (ethyl acetate). Reaction conditions: time 48 hour. Yields the product CN(CCN(C1=C(C=C(C(=O)NC2=CC(=C(C=C2)OC2=NC=CC=C2C2=NC(=NC=C2)NC)C)C=C1)C(F)(F)F)C)C (4-((2-(dimethylamino)ethyl)(methyl)amino)-N-(3-methyl-4-(3-(2-(methylamino)pyrimidin-4-yl)pyridin-2-yloxy)phenyl)-3-(trifluoromethyl)benzamide). RXN SMILES: F[C:2]1[CH:32]=[CH:31][C:5]([C:6]([NH:8][C:9]2[CH:14]=[CH:13][C:12]([O:15][C:16]3[C:21]([C:22]4[CH:27]=[CH:26][N:25]=[C:24]([NH:28][CH3:29])[N:23]=4)=[CH:20][CH:19]=[CH:18][N:17]=3)=[C:11]([CH3:30])[CH:10]=2)=[O:7])=[CH:4][C:3]=1[C:33]([F:36])([F:35])[F:34].[CH3:37][N:38]([CH3:43])[CH2:39][CH2:40][NH:41][CH3:42]>CN(C=O)C.C(OCC)(=O)C>[CH3:37][N:38]([CH3:43])[CH2:39][CH2:40][N:41]([CH3:42])[C:2]1[CH:32]=[CH:31][C:5]([C:6]([NH:8][C:9]2[CH:14]=[CH:13][C:12]([O:15][C:16]3[C:21]([C:22]4[CH:27]=[CH:26][N:25]=[C:24]([NH:28][CH3:29])[N:23]=4)=[CH:20][CH:19]=[CH:18][N:17]=3)=[C:11]([CH3:30])[CH:10]=2)=[O:7])=[CH:4][C:3]=1[C:33]([F:34])([F:36])[F:35]. Reported procedure: A solution of 4-fluoro-N-(3-methyl-4-(3-(2-(methylamino)pyrimidin-4-yl)pyridin-2-yloxy)phenyl)-3-(trifluoromethyl)benzamide (0.10 g, 0.22 mmol) and N1,N1,N2-trimethylethane-1,2-diamine (0.045 g, 0.44 mmol) in DMF (2 mL) was heated to 100 deg. C. for 48 h. Additional N1,N1,N2-trimethylethane-1,2-diamine (0.045 g, 0.44 mmol) was added, and the reaction heated for 6 h. Additional N1,N1,N2-trimethylethane-1,2-diamine (0.045 g, 0.44 mmol) was added, and the reaction heated for 48 h. The reaction was ...